The task is: describe an organic reaction: reactants, conditions, products, and yield. This data is from the Open Reaction Database (ORD), a public repository of structured organic reaction records. Product: BrC1=CC=C(NC)C=C1 (4-bromo-N-methylaniline). Yield: 55.9%. Procedure details: Tert-butyl 4-bromophenylcarbamate (5.5 g, 20.21 mmol) was dissolved in THF, Lithium aluminum hydride (2.301 g, 60.63 mmol) was added and it was stirred at 60° C. overnight. Then it was quenched by EA, followed by H2O, concentrated and CH2Cl2 and 1M NaOH was added in, washed with CH2Cl2, extracted with CH2Cl2, dried over Na2SO4, concentrated, purified by flash chromatography (PE: EA=40:3) to give 2.1 g yellow oil. The reactants are BrC1=CC=C(C=C1)NC(OC(C)(C)C)=O (Tert-butyl 4-bromophenylcarbamate), [H-].[Al+3].[Li+].[H-].[H-].[H-] (Lithium aluminum hydride). As a reaction SMILES: [Br:1][C:2]1[CH:7]=[CH:6][C:5]([NH:8][C:9](=O)OC(C)(C)C)=[CH:4][CH:3]=1.[H-].[Al+3].[Li+].[H-].[H-].[H-]>C1COCC1>[Br:1][C:2]1[CH:7]=[CH:6][C:5]([NH:8][CH3:9])=[CH:4][CH:3]=1 |f:1.2.3.4.5.6|. Run at temperature 60 celsius, time 8 hour. Solvent: C1CCOC1 (THF). Starting materials: FC1=C(C=CC=C1N)N(C1CCN(CC1)C)C (2-fluoro-N-methyl-N-(1-methyl-piperidin-4-yl)-benzene-1,3-diamine), ClC1=C(C(=O)Cl)C=CC(=C1)F (2-chloro-4-fluorobenzoyl chloride). The solvent is O1CCOCC1 (1,4-dioxane), CO (methanol). Yields the product ClC1=C(C(=O)NC2=C(C(=CC=C2)N(C2CCN(CC2)C)C)F)C=CC(=C1)F (2-Chloro-4-fluoro-N-(2-fluoro-3-(methyl-(1-methyl-piperidin-4-yl)-amino)-phenyl)-benzamide). Yield: 100.0%. RXN SMILES: [F:1][C:2]1[C:7]([NH2:8])=[CH:6][CH:5]=[CH:4][C:3]=1[N:9]([CH3:17])[CH:10]1[CH2:15][CH2:14][N:13]([CH3:16])[CH2:12][CH2:11]1.[Cl:18][C:19]1[CH:27]=[C:26]([F:28])[CH:25]=[CH:24][C:20]=1[C:21](Cl)=[O:22]>O1CCOCC1.CO>[Cl:18][C:19]1[CH:27]=[C:26]([F:28])[CH:25]=[CH:24][C:20]=1[C:21]([NH:8][C:7]1[CH:6]=[CH:5][CH:4]=[C:3]([N:9]([CH3:17])[CH:10]2[CH2:15][CH2:14][N:13]([CH3:16])[CH2:12][CH2:11]2)[C:2]=1[F:1])=[O:22]. Procedure: Heat 2-fluoro-N-methyl-N-(1-methyl-piperidin-4-yl)-benzene-1,3-diamine (Preparation 22, 44 mg) with 2-chloro-4-fluorobenzoyl chloride (40 mg) in 1,4-dioxane (5 mL) at reflux for 2 hr. Dilute the reaction mixture with methanol (5 mL) and load on a SCX column (10 g). After wash with methanol, elute the product with 2 M NH3 in methanol, evaporate to give 73 mg of the title compound: mass spectrum (electric spray) m/z=394 (M+1); 1H NMR (CDCl3): 8.29 (br d, 1H), 7.94 (t, 1H), 7.81 (dd, 1H), 7.18 (dd,... Starting materials: [H-].[Na+] (NaH), COC(C1=CC(=CC(=C1)[N+](=O)[O-])NC(CCCCCl)=O)=O (3-(5-Chloro-pentanoylamino)-5-nitro-benzoic acid methyl ester), CO (MeOH). Solvent: C1CCOC1 (THF). Run at time 1 hour. Yields the product COC(C1=CC(=CC(=C1)N1C(CCCC1)=O)[N+](=O)[O-])=O (3-nitro-5-(2-oxo-piperidin-1-yl)-benzoic acid methyl ester). Isolated yield 53.0%. RXN SMILES: [H-].[Na+].[CH3:3][O:4][C:5](=[O:23])[C:6]1[CH:11]=[C:10]([N+:12]([O-:14])=[O:13])[CH:9]=[C:8]([NH:15][C:16](=[O:22])[CH2:17][CH2:18][CH2:19][CH2:20]Cl)[CH:7]=1.CO>C1COCC1>[CH3:3][O:4][C:5](=[O:23])[C:6]1[CH:7]=[C:8]([N:15]2[CH2:20][CH2:19][CH2:18][CH2:17][C:16]2=[O:22])[CH:9]=[C:10]([N+:12]([O-:14])=[O:13])[CH:11]=1 |f:0.1|. Reported procedure: NaH (60% w/w in mineral oil, 680 mg, 17 mmol, 0.9 equiv) was added portionwise to a solution of 3-(5-chloro-pentanoylamino)-5-nitro-benzoic acid methyl ester (D3) (6 g, 19 mmol, 1 equiv) in THF (40 ml) under nitrogen. The resulting mixture was stirred at room temperature for 1 h and then MeOH was added dropwise. The solution was concentrated in vacuo and the residue diluted with AcOEt. The organic phase was washed with H2O, dried over MgSO4 and concentrated in vacuo. Purification by flash chroma... Reagents/catalysts: [I-].C(CCC)[N+](CCCC)(CCCC)CCCC (tetrabutylammonium iodide), Cl[Pd]([P](C1=CC=CC=C1)(C2=CC=CC=C2)C3=CC=CC=C3)([P](C4=CC=CC=C4)(C5=CC=CC=C5)C6=CC=CC=C6)Cl (trans-dichlorobis(triphenylphosphine)palladium). Solvent: [Cl-].[Na+].O (Brine), C1(=CC=CC=C1)C (toluene), O (water). The reactants are BrC1=CC(OC1=CBr)=O (4-bromo-5-bromomethylene-2(5H)-furanone), C1(=CC=CC=C1)B(O)O (phenylboronic acid), [F-].[Cs+] (cesium fluoride). Reported procedure: A mixture containing 4-bromo-5-bromomethylene-2(5H)-furanone (1 mmol), phenylboronic acid (2.2 mmol), trans-dichlorobis(triphenylphosphine)palladium (II) (0.05 mmol), tetrabutylammonium iodide (0.05 mmol) and cesium fluoride (3 mmol) in toluene (10 mL) and water (10 mL) were stirred for 48-72 h under nitrogen at room temperature. Brine (50 mL) was added and the product extracted with ethyl acetate (3×50 mL). The organic fractions were combined, washed with brine (3×50 mL), dried over anhydrous m... Run at time 60 hour. As a reaction SMILES: Br[C:2]1[C:6](=[CH:7][Br:8])[O:5][C:4](=[O:9])[CH:3]=1.[C:10]1(B(O)O)[CH:15]=[CH:14][CH:13]=[CH:12][CH:11]=1.[F-].[Cs+]>[I-].C([N+](CCCC)(CCCC)CCCC)CCC.C1(C)C=CC=CC=1.O.[Cl-].[Na+].O.Cl[Pd](Cl)([P](C1C=CC=CC=1)(C1C=CC=CC=1)C1C=CC=CC=1)[P](C1C=CC=CC=1)(C1C=CC=CC=1)C1C=CC=CC=1>[C:10]1([C:2]2[C:6](=[CH:7][Br:8])[O:5][C:4](=[O:9])[CH:3]=2)[CH:15]=[CH:14][CH:13]=[CH:12][CH:11]=1 |f:2.3,4.5,8.9.10,^1:52,71|. The product is desired product, C1(=CC=CC=C1)C1=CC(OC1=CBr)=O (4-phenyl-5-bromomethylene-2-(5H)-furanone). Run at time 24 hour. Reported procedure: To 7-bromo-3-hydroxynaphthalene-2-carboxylic acid (100 mg, 0.37 mmol) (example 340) was added a solution of 4-acetylphenylboronic acid (92 mg, 0.56 mmol) in acetone (2.2 mL) followed by a solution of sodium carbonate (198 mg, 1.87 mmol) in water (3.3 mL). A suspension of palladium(II) acetate (4 mg, 0.02 mmol) in acetone (0.5 mL) was filtered and added to the above solution. The mixture was purged with N2 and stirred vigorously for 24 hours at room temperature. The reaction mixture was poured in... The reactants are BrC1=CC=C2C=C(C(=CC2=C1)C(=O)O)O (7-bromo-3-hydroxynaphthalene-2-carboxylic acid), C(C)(=O)C1=CC=C(C=C1)B(O)O (4-acetylphenylboronic acid), C([O-])([O-])=O.[Na+].[Na+] (sodium carbonate). Run in CC(=O)C (acetone), O (water), CC(=O)C (acetone). The product is C(C)(=O)C1=CC=C(C=C1)C1=CC=C2C=C(C(=CC2=C1)C(=O)O)O (7-(4-Acetylphenyl)-3-hydroxynaphthalene-2-carboxylic acid). The reagents and catalysts are C(C)(=O)[O-].[Pd+2].C(C)(=O)[O-] (palladium(II) acetate). Yield: 81.2%. Reaction SMILES: Br[C:2]1[CH:11]=[C:10]2[C:5]([CH:6]=[C:7]([OH:15])[C:8]([C:12]([OH:14])=[O:13])=[CH:9]2)=[CH:4][CH:3]=1.[C:16]([C:19]1[CH:24]=[CH:23][C:22](B(O)O)=[CH:21][CH:20]=1)(=[O:18])[CH3:17].C(=O)([O-])[O-].[Na+].[Na+]>CC(C)=O.O.C([O-])(=O)C.[Pd+2].C([O-])(=O)C>[C:16]([C:19]1[CH:24]=[CH:23][C:22]([C:2]2[CH:11]=[C:10]3[C:5]([CH:6]=[C:7]([OH:15])[C:8]([C:12]([OH:14])=[O:13])=[CH:9]3)=[CH:4][CH:3]=2)=[CH:21][CH:20]=1)(=[O:18])[CH3:17] |f:2.3.4,7.8.9|. Starting materials: Brc1ccc(Br)nc1, [Li]CCCC, CSSC, CCOCC. Yields the product CSc1ccc(Br)nc1. Reaction SMILES: [Br:1][c:2]1[n:3][cH:4][c:5]([Br:8])[cH:6][cH:7]1.[CH2:9]([Li:10])[CH2:11][CH2:12][CH3:13].[CH3:14][S:15][S:16][CH3:17].[CH3:18][CH2:19][O:20][CH2:21][CH3:22]>>[Br:1][c:2]1[n:3][cH:4][c:5]([S:15][CH3:14])[cH:6][cH:7]1.